This data is from the Open Reaction Database (ORD), a public repository of structured organic reaction records. The task is: describe an organic reaction: reactants, conditions, products, and yield The reactants are Clc1c(Br)cnc2ccccc12, NCCO, O. The product is OCCNc1c(Br)cnc2ccccc12. Reaction SMILES: [Br:1][c:2]1[cH:3][n:4][c:5]2[cH:6][cH:7][cH:8][cH:9][c:10]2[c:11]1[Cl:12].[NH2:13][CH2:14][CH2:15][OH:16].[OH2:17]>>[Br:1][c:2]1[cH:3][n:4][c:5]2[cH:6][cH:7][cH:8][cH:9][c:10]2[c:11]1[NH:13][CH2:14][CH2:15][OH:16]. Reactants: CO (methanol), S(=O)(=O)(OC)OC (dimethyl sulfate), O=C(C(C(=O)OCC)=NO)C (ethyl 3-oxo-2-hydroxyiminobutyrate). The solvent is C([O-])([O-])=O.[Na+].[Na+] (sodium carbonate), O (water). Yields the product O=C(C(C(=O)OCC)=NOC)C (ethyl 3-oxo-2-methoxyiminobutyrate). Isolated yield 82.7%. RXN SMILES: [O:1]=[C:2]([CH3:11])[C:3](=[N:9][OH:10])[C:4]([O:6][CH2:7][CH3:8])=[O:5].CO.S(OC)(O[CH3:18])(=O)=O>C(=O)([O-])[O-].[Na+].[Na+].O>[O:1]=[C:2]([CH3:11])[C:3](=[N:9][O:10][CH3:18])[C:4]([O:6][CH2:7][CH3:8])=[O:5] |f:3.4.5|. Reported procedure: In a solution of 13.3 g of sodium carbonate in 120 ml of water is dissolved 10 g of ethyl 3-oxo-2-hydroxyiminobutyrate, followed by addition of 30 ml of methanol. The mixture is cooled with ice and, under stirring, 15.8 g of dimethyl sulfate is added dropwise over a period of 3 minutes. After the dropwise addition has been completed, the ice-bath is removed and the mixture is stirred at room temperature for 40 minutes. The reaction mixture (pH 8 or higher) is extracted twice with ethyl acetate a... The reactants are CO[NH3+].[Cl-] (o-methylhydroxylamine hydrochloride), [OH-].[Na+] (sodium hydroxide), C(=O)C=1N=CN2C1SC=C2 (7-formylimidazo[5,1-b]thiazole). Solvent: C(C)O (ethanol). Conditions: time 20 hour. The product is CON=CC=1N=CN2C1SC=C2 (7-methoxyiminomethylimidazo[5,1-b]thiazole). RXN SMILES: [CH:1]([C:3]1[N:4]=[CH:5][N:6]2[CH:10]=[CH:9][S:8][C:7]=12)=O.[CH3:11][O:12][NH3+:13].[Cl-].[OH-].[Na+]>C(O)C>[CH3:11][O:12][N:13]=[CH:1][C:3]1[N:4]=[CH:5][N:6]2[CH:10]=[CH:9][S:8][C:7]=12 |f:1.2,3.4|. Procedure: To a suspension of 249 mg of 7-formylimidazo[5,1-b]thiazole in 10 ml of ethanol were added 219 mg of o-methylhydroxylamine hydrochloride and 2.67 ml of a 1N sodium hydroxide solution. The reaction mixture was stirred at room temperature for 20 hours, concentrated, then diluted with 50 ml of water, and extracted with dichloromethane. The organic layer was dried over anhydrous magnesium sulfate, and the solvent was removed under reduced pressure. The residue thus obtained was purified by column ch... Starting materials: FC1=CC=C(C=C1)C(=O)C=1C=NC=C(C1)[C@H]1NCCC1 ((4-fluoro-phenyl)-((S)-5-pyrrolidin-2-yl-pyridin-3-yl)-methanone), C(C)(C)(C)OC(=O)N[C@H](C(=O)O)CC1=CC=C(C=C1)NC(=O)OCC1C2=CC=CC=C2C=2C=CC=CC12 ((S)-2-tert-butoxycarbonylamino-3-[4-(9H-fluoren-9-ylmethoxycarbonylamino)-phenyl]-propionic acid), C(C)N(C(C)C)C(C)C (ethyldiisopropylamine), 2-(1H-benzo[d][1,2,3]triazol-1-yl)-1,1,3,3-tetramethylisouronium hexafluorophosphate(V), N1(N=NC2=C1C=CC=C2)O (1H-benzo[d][1,2,3]triazol-1-ol). Solvent: C(C)(=O)OCC (ethyl acetate), CN(C)C=O (DMF), CN(C)C=O (DMF). Run at time 16 hour. Product: crude product, C1=CC=CC=2C3=CC=CC=C3C(C12)COC(NC1=CC=C(C=C1)C[C@@H](C(=O)N1[C@@H](CCC1)C=1C=NC=C(C1)C(C1=CC=C(C=C1)F)=O)NC(=O)OC(C)(C)C)=O ([4-((S)-2-tert-butoxycarbonylamino-3-{(S)-2-[5-(4-fluoro-benzoyl)-pyridin-3-yl]-pyrrolidin-1-yl}-3-oxo-propyl)-phenyl]-carbamic acid 9H-fluoren-9-ylmethyl ester). As a reaction SMILES: [F:1][C:2]1[CH:7]=[CH:6][C:5]([C:8]([C:10]2[CH:11]=[N:12][CH:13]=[C:14]([C@@H:16]3[CH2:20][CH2:19][CH2:18][NH:17]3)[CH:15]=2)=[O:9])=[CH:4][CH:3]=1.[C:21]([O:25][C:26]([NH:28][C@@H:29]([CH2:33][C:34]1[CH:39]=[CH:38][C:37]([NH:40][C:41]([O:43][CH2:44][CH:45]2[C:57]3[CH:56]=[CH:55][CH:54]=[CH:53][C:52]=3[C:51]3[C:46]2=[CH:47][CH:48]=[CH:49][CH:50]=3)=[O:42])=[CH:36][CH:35]=1)[C:30](O)=[O:31])=[O:27])([CH3:24])([CH3:23])[CH3:22].C(N(C(C)C)C(C)C)C.N1(O)C2C=CC=CC=2N=N1>CN(C=O)C.C(OCC)(=O)C>[CH:47]1[C:46]2[CH:45]([CH2:44][O:43][C:41](=[O:42])[NH:40][C:37]3[CH:38]=[CH:39][C:34]([CH2:33][C@H:29]([NH:28][C:26]([O:25][C:21]([CH3:23])([CH3:22])[CH3:24])=[O:27])[C:30]([N:17]4[CH2:18][CH2:19][CH2:20][C@H:16]4[C:14]4[CH:13]=[N:12][CH:11]=[C:10]([C:8](=[O:9])[C:5]5[CH:4]=[CH:3][C:2]([F:1])=[CH:7][CH:6]=5)[CH:15]=4)=[O:31])=[CH:35][CH:36]=3)[C:57]3[C:52](=[CH:53][CH:54]=[CH:55][CH:56]=3)[C:51]=2[CH:50]=[CH:49][CH:48]=1. Procedure details: To a solution of (4-fluoro-phenyl)-((S)-5-pyrrolidin-2-yl-pyridin-3-yl)-methanone (1.0 g, 3.7 mmol), (S)-2-tert-butoxycarbonylamino-3-[4-(9H-fluoren-9-ylmethoxycarbonylamino)-phenyl]-propionic acid (2.21 g, 4.4 mmol) and ethyldiisopropylamine (3 mL) in DMF (20 mL) was added a solution of 2-(1H-benzo[d][1,2,3]triazol-1-yl)-1,1,3,3-tetramethylisouronium hexafluorophosphate(V) (1.67 g, 4.4 mmol) and 1H-benzo[d][1,2,3]triazol-1-ol (0.6 g, 4.4 mmol) in DMF (10 mL) and the reaction mixture was shaken ... The reactants are [BH4-], O=C([O-])O, CO, O=Cc1ccccc1Cl, CC(O)CN, [Na+], [Na+]. Product: CC(O)CNCc1ccccc1Cl. Reaction SMILES: [BH4-:20].[C:15](=[O:16])([OH:17])[O-:18].[CH3:22][OH:23].[Cl:6][c:7]1[c:8]([CH:9]=[O:10])[cH:11][cH:12][cH:13][cH:14]1.[NH2:1][CH2:2][CH:3]([OH:4])[CH3:5].[Na+:19].[Na+:21]>>[NH:1]([CH2:2][CH:3]([OH:4])[CH3:5])[CH2:9][c:8]1[c:7]([Cl:6])[cH:14][cH:13][cH:12][cH:11]1. Starting materials: O=C([O-])O, COCCN(CCOC)S(F)(F)F, ClCCl, CN(C)C(=O)N=c1sc(CO)cn1-c1ccc2c(c1)OC(F)(F)O2, [Na+]. Product: CN(C)C(=O)N=c1sc(CF)cn1-c1ccc2c(c1)OC(F)(F)O2. RXN SMILES: [C:38](=[O:39])([OH:40])[O-:41].[CH3:25][O:26][CH2:27][CH2:28][N:29]([S:30]([F:31])([F:32])[F:35])[CH2:33][CH2:34][O:36][CH3:37].[Cl:43][CH2:44][Cl:45].[F:1][C:2]1([F:24])[O:3][c:4]2[c:5]([cH:7][cH:8][c:9](-[n:11]3[c:12](=[N:18][C:19]([N:20]([CH3:21])[CH3:22])=[O:23])[s:13][c:14]([CH2:16][OH:17])[cH:15]3)[cH:10]2)[O:6]1.[Na+:42]>>[F:1][C:2]1([F:24])[O:3][c:4]2[c:5]([cH:7][cH:8][c:9](-[n:11]3[c:12](=[N:18][C:19]([N:20]([CH3:21])[CH3:22])=[O:23])[s:13][c:14]([CH2:16][F:35])[cH:15]3)[cH:10]2)[O:6]1. Reactants: CC1=CC=C(CSCC(=O)OCC)C=C1 (ethyl (4-methylbenzylthio)acetate), CC[O-].[Na+] (sodium ethylate), SCC(=O)OCC (ethyl 2-mercaptoacetate), CC1=C(CCl)C(=CC(=C1)C)C (2,4,6-trimethylbenzyl chloride), ethanolic solution. Solvent: C(C)O (ethanol). Yields the product CC1=C(CSCC(=O)OCC)C(=CC(=C1)C)C (Ethyl (2,4,6-trimethylbenzylthio)acetate). As a reaction SMILES: CC1C=CC(C[S:7][CH2:8][C:9]([O:11][CH2:12][CH3:13])=[O:10])=CC=1.[CH3:16][C:17]1[CH:24]=[C:23]([CH3:25])[CH:22]=[C:21]([CH3:26])[C:18]=1[CH2:19]Cl.CC[O-].[Na+].SCC(OCC)=O>C(O)C>[CH3:16][C:17]1[CH:24]=[C:23]([CH3:25])[CH:22]=[C:21]([CH3:26])[C:18]=1[CH2:19][S:7][CH2:8][C:9]([O:11][CH2:12][CH3:13])=[O:10] |f:2.3|. Reported procedure: The procedure is as in Example 29 for the preparation of ethyl (4-methylbenzylthio)acetate, starting with 2,4,6-trimethylbenzyl chloride (10.25 g), a 2M ethanolic solution of sodium ethylate (32.5 cc) and ethyl 2-mercaptoacetate (7.1 g) in ethanol (150 cc). Ethyl (2,4,6-trimethylbenzylthio)acetate (11 g) is thereby obtained, and is used in the crude state in the subsequent syntheses.